Dataset: the Open Reaction Database (ORD), a public repository of structured organic reaction records. Task: describe an organic reaction: reactants, conditions, products, and yield The reactants are Cl.[N+](=O)([O-])C1=C(ON2CCCCC2)C=CC=C1 ((2-nitro-phenoxy)-piperidine hydrochloride), C1(=CC=C(C=C1)NC(CC(=O)O)=O)C1=CC=CC=C1 (N-biphenyl-4-yl-malonamic acid), CCN(C(C)C)C(C)C (DIPEA), C=1C=CC2=C(C1)N=NN2O (HOBt), CCN=C=NCCCN(C)C.Cl (EDCI.HCl). The solvent is CN(C)C=O (DMF), O (water). Run at time 8 hour. The product is C1(=CC=C(C=C1)NC(CC(=O)N1CCC(CC1)OC1=C(C=CC=C1)[N+](=O)[O-])=O)C1=CC=CC=C1 (N-biphenyl-4-yl-3-[4-(2-nitro-phenoxy)-piperidin-1-yl]-3-oxo-propionamide). Yield: 72.5%. As a reaction SMILES: [C:1]1([C:14]2[CH:19]=[CH:18][CH:17]=[CH:16][CH:15]=2)[CH:6]=[CH:5][C:4]([NH:7][C:8](=[O:13])[CH2:9][C:10]([OH:12])=O)=[CH:3][CH:2]=1.CCN(C(C)C)C(C)C.[CH:29]1[CH:30]=[CH:31]C2N(O)N=[N:35][C:33]=2[CH:34]=1.CCN=C=NCCCN(C)C.Cl.Cl.[N+:52]([C:55]1[CH:67]=[CH:66][CH:65]=[CH:64][C:56]=1[O:57]N1CCCCC1)([O-:54])=[O:53]>CN(C=O)C.O>[C:1]1([C:14]2[CH:19]=[CH:18][CH:17]=[CH:16][CH:15]=2)[CH:2]=[CH:3][C:4]([NH:7][C:8](=[O:13])[CH2:9][C:10]([N:35]2[CH2:31][CH2:30][CH:29]([O:57][C:56]3[CH:64]=[CH:65][CH:66]=[CH:67][C:55]=3[N+:52]([O-:54])=[O:53])[CH2:34][CH2:33]2)=[O:12])=[CH:5][CH:6]=1 |f:3.4,5.6|. Reported procedure: To a stirred solution of N-biphenyl-4-yl-malonamic acid (0.1 g, 0.00039 mole) in DMF (3 mL) was added DIPEA (0.176 g, 0.0014 mole), HOBt (0.078 g, 0.00058 mole) and EDCI.HCl (0.11 g, 0.00058 mole). After 2 minutes (2-nitro-phenoxy)-piperidine hydrochloride (0.12 g, 0.00046 mole) and the resulting mixture was stirred overnight. The reaction mixture was then diluted with cold water and the product was extracted with ethyl acetate. The organic layers were dried over sodium sulfate and concentrated ... Starting materials: [N+](=O)([O-])C1=CC=CC=2C(C3=CC=CC=C3C(C12)=O)=O (1-nitroanthraquinone), S(=O)([O-])[O-].[Na+].[Na+] (sodium sulfite), resultant suspension. Conditions: time 14 hour. Product: NC1=CC=CC=2C(C3=CC=CC=C3C(C12)=O)=O (1-aminoanthraquinone). RXN SMILES: [N+:1]([C:4]1[C:17]2[C:16](=[O:18])[C:15]3[C:10](=[CH:11][CH:12]=[CH:13][CH:14]=3)[C:9](=[O:19])[C:8]=2[CH:7]=[CH:6][CH:5]=1)([O-])=O.S([O-])([O-])=O.[Na+].[Na+]>>[NH2:1][C:4]1[C:17]2[C:16](=[O:18])[C:15]3[C:10](=[CH:11][CH:12]=[CH:13][CH:14]=3)[C:9](=[O:19])[C:8]=2[CH:7]=[CH:6][CH:5]=1 |f:1.2.3|. Procedure details: Crude 1-nitroanthraquinone (A) (10 parts) is treated with sodium sulfite in the same manner as in Example 2. The resultant suspension is subjected to centrifugation, and the supernatant is removed off by decantation. The residual wet cake comprising fine particles of 1-nitroanthraquinone with high purity is charged into an autoclave together with water (21 parts) and kept at 125° C. for 14 hours while introducing gaseous ammonia (7 parts) therein. When the completion of the amination is confirme... The reactants are C([O-])(O)=O.[Na+] (Sodium bicarbonate), CC(C)(S(=O)(=O)C)C1=NC(=NC(=C1)N1[C@H](COCC1)C)C1=CC=C(C=C1)N ((4-{4-[1-Methyl-1-(methylsulfonyl)ethyl]-6-[(3S)-3-methylmorpholin-4-yl]pyrimidin-2-yl}phenyl)amine), ClC(=O)OC1=CC=CC=C1 (phenyl chloroformate). Run in O1CCOCC1 (dioxane). Conditions: time 2 hour. Yields the product CC(C)(S(=O)(=O)C)C1=NC(=NC(=C1)N1[C@H](COCC1)C)C1=CC=C(C=C1)NC(OC1=CC=CC=C1)=O (Phenyl (4-{4-[1-methyl-1-(methylsulfonyl)ethyl]-6-[(3S)-3-methylmorpholin-4-yl]pyrimidin-2-yl}phenyl)carbamate). Isolated yield 44.7%. Reaction SMILES: [CH3:1][C:2]([C:8]1[CH:13]=[C:12]([N:14]2[CH2:19][CH2:18][O:17][CH2:16][C@@H:15]2[CH3:20])[N:11]=[C:10]([C:21]2[CH:26]=[CH:25][C:24]([NH2:27])=[CH:23][CH:22]=2)[N:9]=1)([S:4]([CH3:7])(=[O:6])=[O:5])[CH3:3].C(=O)(O)[O-].[Na+].Cl[C:34]([O:36][C:37]1[CH:42]=[CH:41][CH:40]=[CH:39][CH:38]=1)=[O:35]>O1CCOCC1>[CH3:1][C:2]([C:8]1[CH:13]=[C:12]([N:14]2[CH2:19][CH2:18][O:17][CH2:16][C@@H:15]2[CH3:20])[N:11]=[C:10]([C:21]2[CH:22]=[CH:23][C:24]([NH:27][C:34](=[O:35])[O:36][C:37]3[CH:42]=[CH:41][CH:40]=[CH:39][CH:38]=3)=[CH:25][CH:26]=2)[N:9]=1)([S:4]([CH3:7])(=[O:5])=[O:6])[CH3:3] |f:1.2|. Procedure details: (4-{4-[1-Methyl-1-(methylsulfonyl)ethyl]-6-[(3S)-3-methylmorpholin-4-yl]pyrimidin-2-yl}phenyl)amine (3.6 g, 8.77 mmol) was dissolved in dioxane (20 mL). Sodium bicarbonate (1.1 g, 13.15 mmol) was added, followed by phenyl chloroformate (1.1 mL, 8.77 mmol) and the reaction stirred at room temperature for 2 hours. The solvent was removed in vacuo, and the resultant oil partitioned between 20 mL DCM and 20 mL water. The organic phase was dried over magnesium sulphate, filtered and concentrated in v... Starting materials: C[Si](C)(C)[N-][Si](C)(C)C.[Na+] (NaHMDS), C(C1=CC=CC=C1)OC(CCC(CCC(=O)OCC1=CC=CC=C1)=O)=O (dibenzyl-4-oxopimelate). Reagents/catalysts: [Br-].C[P+](C1=CC=CC=C1)(C1=CC=CC=C1)C1=CC=CC=C1 (Methyltriphenylphosphonium bromide). Run in C1CCOC1 (THF), C1CCOC1 (THF), C1CCOC1 (THF), O (water). Conditions: temperature 0 celsius, time 0.5 hour. The product is C(C1=CC=CC=C1)OC(CCC(CCC(=O)OCC1=CC=CC=C1)=C)=O (Dibenzyl-4-methyleneheptanedioate). Yield: 55.9%. Reaction SMILES: [CH3:1][Si]([N-][Si](C)(C)C)(C)C.[Na+].[CH2:11]([O:18][C:19](=[O:36])[CH2:20][CH2:21][C:22](=O)[CH2:23][CH2:24][C:25]([O:27][CH2:28][C:29]1[CH:34]=[CH:33][CH:32]=[CH:31][CH:30]=1)=[O:26])[C:12]1[CH:17]=[CH:16][CH:15]=[CH:14][CH:13]=1>[Br-].C[P+](C1C=CC=CC=1)(C1C=CC=CC=1)C1C=CC=CC=1.C1COCC1.O>[CH2:11]([O:18][C:19](=[O:36])[CH2:20][CH2:21][C:22](=[CH2:1])[CH2:23][CH2:24][C:25]([O:27][CH2:28][C:29]1[CH:34]=[CH:33][CH:32]=[CH:31][CH:30]=1)=[O:26])[C:12]1[CH:17]=[CH:16][CH:15]=[CH:14][CH:13]=1 |f:0.1,3.4|. Procedure details: Methyltriphenylphosphonium bromide (536 mg, 1.5 mmol) was suspended in anhydrous THF (1.0 mL) at −5C. A THF solution of NaHMDS (1.0 M, 1.5 mL, 1.5 mmol) was added dropwise to keep the temperature below 0° C. The mixture was stirred at 0° C. for 0.5 h before cooled to −78° C. To this ylid solution was added a solution of dibenzyl-4-oxopimelate (354 mg, 1.0 mmol) in THF (1.0 mL) dropwise to keep the temperature below −50° C. The temperature was allowed to rise to room temperature in 1.5 h with sti... Starting materials: O=C1OC=2C(C1(C1=C(C=CC=C1)C)CCN(C)C)CC=CC2 (2-[2-oxo-3-(2-tolyl)-3-dihydrobenzofuranyl]-N,N-dimethylethylamine), [H-].[H-].[H-].[H-].[Li+].[Al+3] (LiAlH4), crude residue, C(Cl)Cl (CH2Cl2). The solvent is C1CCOC1 (THF), C1CCOC1 (THF). Conditions: time 1 hour. The product is Cl.CN(CCC(CO)(C1=C(C=CC=C1)C)C1=C(C=CC=C1)O)C (4-Dimethylamino-2-(2-hydroxyphenyl)-2-(2-tolyl)butanol hydrochloride). RXN SMILES: [O:1]=[C:2]1[C:6]([CH2:14][CH2:15][N:16]([CH3:18])[CH3:17])([C:7]2[CH:12]=[CH:11][CH:10]=[CH:9][C:8]=2[CH3:13])[CH:5]2[CH2:19][CH:20]=[CH:21][CH:22]=[C:4]2[O:3]1.[H-].[H-].[H-].[H-].[Li+].[Al+3].C(Cl)[Cl:30]>C1COCC1>[ClH:30].[CH3:18][N:16]([CH3:17])[CH2:15][CH2:14][C:6]([C:5]1[CH:19]=[CH:20][CH:21]=[CH:22][C:4]=1[OH:3])([C:7]1[CH:12]=[CH:11][CH:10]=[CH:9][C:8]=1[CH3:13])[CH2:2][OH:1] |f:1.2.3.4.5.6,9.10|. Reported procedure: A solution of 2-[2-oxo-3-(2-tolyl)-3-dihydrobenzofuranyl]-N,N-dimethylethylamine (90 g, 305 mmol) in anhydrous THF (400 ml) was added to a suspension of LiAlH4 (11.4 g, 300 mmol) in THF (850 ml) at 0°. This mixture was stirred 1 hour, quenched with saturated NH4Cl (200 ml) and the organic phase decanted. The solids were washed with EtOAc (3×300 ml) and decanted. The organic solutions were combined and evaporated in vacuo to give an oil which solidified on cooling. The crude residue was dissolved... The reactants are CCOC(=O)CN1Cc2cc(C=CC(=O)O)cnc2NC1=O, CN1CC(=O)Nc2ncc(C=CC(=O)O)cc2C1, CNCc1sc2ccccc2c1C, CCCc1c(CNC)ccc2ccccc12, Cl, Cl. The product is CCOC(=O)CN1Cc2cc(C=CC(=O)N(C)Cc3sc4ccccc4c3C)cnc2NC1=O. As a reaction SMILES: [CH2:2]([CH3:3])[O:4][C:5](=[O:6])[CH2:7][N:8]1[C:9](=[O:23])[NH:10][c:11]2[c:12]([cH:14][c:15]([CH:18]=[CH:19][C:20](=[O:21])[OH:22])[cH:16][n:17]2)[CH2:13]1.[CH3:25][N:26]1[CH2:27][c:28]2[cH:29][c:30]([CH:31]=[CH:32][C:33]([OH:34])=[O:35])[cH:36][n:37][c:38]2[NH:39][C:40](=[O:41])[CH2:42]1.[CH3:43][NH:44][CH2:45][c:46]1[c:47]([CH3:55])[c:48]2[c:49]([s:50]1)[cH:51][cH:52][cH:53][cH:54]2.[CH3:56][NH:57][CH2:58][c:59]1[cH:60][cH:61][c:62]2[c:63]([cH:64][cH:65][cH:66][cH:67]2)[c:68]1[CH2:69][CH2:70][CH3:71].[ClH:1].[ClH:24]>>[CH2:2]([CH3:3])[O:4][C:5](=[O:6])[CH2:7][N:8]1[C:9](=[O:23])[NH:10][c:11]2[c:12]([cH:14][c:15]([CH:18]=[CH:19][C:20](=[O:22])[N:44]([CH3:43])[CH2:45][c:46]3[c:47]([CH3:55])[c:48]4[c:49]([s:50]3)[cH:51][cH:52][cH:53][cH:54]4)[cH:16][n:17]2)[CH2:13]1. The reactants are ClC1=C(C=O)C=CC=C1 (2-chlorobenzaldehyde), NC1=NNC(=C1)C (3-amino-5-methylpyrazole), FC(C(CC(=O)OCC)=O)(F)F (ethyl trifluoroacetoacetate). Procedure: The title compound was prepared from 2-chlorobenzaldehyde, 3-amino-5-methylpyrazole and ethyl trifluoroacetoacetate in the same manner as in Example 1. Yields the product ClC1=C(C=CC=C1)C1C=2C(NC(=C1C(=O)OCC)C(F)(F)F)=NNC2C (Ethyl 4-(2-chlorophenyl)-4,7-dihydro-3-methyl-6-trifluoromethyl-2H-pyrazolo[3,4-b]pyridine-5-carboxylate). Reaction SMILES: [Cl:1][C:2]1[CH:9]=[CH:8][CH:7]=[CH:6][C:3]=1[CH:4]=O.[NH2:10][C:11]1[CH:15]=[C:14]([CH3:16])[NH:13][N:12]=1.[F:17][C:18]([F:28])([F:27])[C:19](=O)[CH2:20][C:21]([O:23][CH2:24][CH3:25])=[O:22]>>[Cl:1][C:2]1[CH:9]=[CH:8][CH:7]=[CH:6][C:3]=1[CH:4]1[C:20]([C:21]([O:23][CH2:24][CH3:25])=[O:22])=[C:19]([C:18]([F:17])([F:27])[F:28])[NH:10][C:11]2=[N:12][NH:13][C:14]([CH3:16])=[C:15]12. The reactants are CCN(CC)C(=O)c1ccc(CCCCSCCCCCCBr)cc1, CS(=O)(=O)Nc1cc(C(O)CN)ccc1O, CN(C)C=O. Yields the product CCN(CC)C(=O)c1ccc(CCCCSCCCCCCNCC(O)c2ccc(O)c(NS(C)(=O)=O)c2)cc1. RXN SMILES: [Br:1][CH2:2][CH2:3][CH2:4][CH2:5][CH2:6][CH2:7][S:8][CH2:9][CH2:10][CH2:11][CH2:12][c:13]1[cH:14][cH:15][c:16]([C:17](=[O:18])[N:19]([CH2:20][CH3:21])[CH2:22][CH3:23])[cH:24][cH:25]1.[NH2:26][CH2:27][CH:28]([OH:29])[c:30]1[cH:31][cH:32][c:33]([OH:41])[c:34]([NH:36][S:37](=[O:38])(=[O:39])[CH3:40])[cH:35]1.[O:42]=[CH:43][N:44]([CH3:45])[CH3:46]>>[CH2:2]([CH2:3][CH2:4][CH2:5][CH2:6][CH2:7][S:8][CH2:9][CH2:10][CH2:11][CH2:12][c:13]1[cH:14][cH:15][c:16]([C:17](=[O:18])[N:19]([CH2:20][CH3:21])[CH2:22][CH3:23])[cH:24][cH:25]1)[NH:26][CH2:27][CH:28]([OH:29])[c:30]1[cH:31][cH:32][c:33]([OH:41])[c:34]([NH:36][S:37](=[O:38])(=[O:39])[CH3:40])[cH:35]1.